Dataset: the Open Reaction Database (ORD), a public repository of structured organic reaction records. Task: describe an organic reaction: reactants, conditions, products, and yield Reactants: C(C)(=O)NCCSC1=C(N2C([C@@H]([C@H]2C1)N(C)C)=O)C(=O)OCC1=CC=C(C=C1)[N+](=O)[O-] (p-nitrobenzyl (5R,6R)-3-(2-acetamidoethyl)thio-6-dimethylamino-7-oxo-1-azabicyclo[3.2.0]hept-2-ene-2-carboxylate). The reagents and catalysts are [Pt]=O (platinum oxide). Run in O1CCCC1 (tetrahydrofuran), P(=O)([O-])([O-])[O-] (phosphate). Yields the product C(C)(=O)NCCSC1=C(N2C([C@@H]([C@H]2C1)N(C)C)=O)C(=O)O ((5R,6R)-3-(2-acetamidoethyl)thio-6-dimethylamino-7-oxo-1-azabicyclo[3.2.0]hept-2-ene-2-carboxylic acid). The yield is 7.1%. Reaction SMILES: [C:1]([NH:4][CH2:5][CH2:6][S:7][C:8]1[CH2:14][C@H:13]2[N:10]([C:11](=[O:18])[C@@H:12]2[N:15]([CH3:17])[CH3:16])[C:9]=1[C:19]([O:21]CC1C=CC([N+]([O-])=O)=CC=1)=[O:20])(=[O:3])[CH3:2]>O1CCCC1.P([O-])([O-])([O-])=O.[Pt]=O>[C:1]([NH:4][CH2:5][CH2:6][S:7][C:8]1[CH2:14][C@H:13]2[N:10]([C:11](=[O:18])[C@@H:12]2[N:15]([CH3:16])[CH3:17])[C:9]=1[C:19]([OH:21])=[O:20])(=[O:3])[CH3:2]. Procedure: Forty milligrams (0.09 mmol) of p-nitrobenzyl (5R,6R)-3-(2-acetamidoethyl)thio-6-dimethylamino-7-oxo-1-azabicyclo[3.2.0]hept-2-ene-2-carboxylate [35] was dissolved in 5 ml of tetrahydrofuran and 2 ml of 0.01M phosphate buffer (pH 7.2), and catalystically reduced in the presence of 50 mg of platinum oxide at room temperature under 4 atmospheres for 3 hours. The reaction mixture was filtered, and concentrated under reduced pressure. The filtrate and the washing were combined, and sodium chloride w...